Dataset: the Open Reaction Database (ORD), a public repository of structured organic reaction records. Task: describe an organic reaction: reactants, conditions, products, and yield Starting materials: Cc1ccc(Cc2ccc(CO)cc2)o1, ClCCl. The product is Cc1ccc(Cc2ccc(C=O)cc2)o1. As a reaction SMILES: [CH3:1][c:2]1[cH:3][cH:4][c:5]([CH2:7][c:8]2[cH:9][cH:10][c:11]([CH2:14][OH:15])[cH:12][cH:13]2)[o:6]1.[Cl:16][CH2:17][Cl:18]>>[CH3:1][c:2]1[cH:3][cH:4][c:5]([CH2:7][c:8]2[cH:9][cH:10][c:11]([CH:14]=[O:15])[cH:12][cH:13]2)[o:6]1.